This data is from the Open Reaction Database (ORD), a public repository of structured organic reaction records. The task is: describe an organic reaction: reactants, conditions, products, and yield Reactants: [Li+].CC(C)[N-]C(C)C (LDA), solution, COC=O (formic acid methyl ester), C(=O)(O)[O-].[Na+] (NaHCO3), ClC=1C=NC=C(C1)Cl (3,5-dichloropyridine). The solvent is C1CCOC1 (THF), C1CCOC1 (THF), C1CCOC1 (THF). Conditions: time 30 minute. Yields the product ClC=1C=NC=C(C1C=O)Cl (3,5-dichloro-pyridine-4-carbaldehyde). RXN SMILES: [Cl:1][C:2]1[CH:3]=[N:4][CH:5]=[C:6]([Cl:8])[CH:7]=1.[Li+].CC([N-]C(C)C)C.[CH3:17][O:18]C=O.C([O-])(O)=O.[Na+]>C1COCC1>[Cl:1][C:2]1[CH:3]=[N:4][CH:5]=[C:6]([Cl:8])[C:7]=1[CH:17]=[O:18] |f:1.2,4.5|. Reported procedure: To a solution of 3,5-dichloropyridine (296 mg, 2.0 mmol) in THF (6 mL), cooled to −78° C., under N2 protection, was added dropwise LDA (1.2 mL of a 1.8 M solution in THF, 2.2 mmol). After 30 min, a solution of formic acid methyl ester (240 mg, 4.0 mmol) in THF (1.0 mL) was added slowly to the solution. After 1.5 h, the reaction mixture was rapidly poured into a 0° C. sat. aqueous NaHCO3 solution. The aqueous layer was extracted with EtOAc and the organic layer was washed with water, brine, dried... Starting materials: C(C)C(C(=O)[O-])C1CCCC=2C3=CC(=CC(=C3NC12)S(=O)(=O)C)F ((+/−) ethyl[6-fluoro-8-(methylsulfonyl)-2,3,4,9-tetrahydro-1H-carbazol-1-yl]acetate), C(C)OC(C[C@H]1CCCC=2C3=CC(=CC(=C3N(C12)[C@@H](C)C1=CC=C(C=C1)Cl)S(=O)(=O)C)F)=O (ethyl[(1R)-9-[(1S)-1-(4-chlorophenyl)ethyl]-6-fluoro-8-(methylsulfonyl)-2,3,4,9-tetrahydro-1H-carbazol-1-yl]acetate), C(C)OC(C[C@@H]1CCCC=2C3=CC(=CC(=C3N(C12)[C@@H](C)C1=CC=C(C=C1)Cl)S(=O)(=O)C)F)=O (ethyl[(1S)-9-[(1S)-1-(4-chlorophenyl)ethyl]-6-fluoro-8-(methylsulfonyl)-2,3,4,9-tetrahydro-1H-carbazol-1-yl]acetate). Product: ClC1=CC=C(C=C1)[C@H](C)N1C2=C(C=C(C=C2C=2CCC[C@@H](C12)CC(=O)O)F)S(=O)(=O)C ([(1R)-9-[(1S)-1-(4-chlorophenyl)ethyl]-6-fluoro-8-(methylsulfonyl)-2,3,4,9-tetrahydro-1H-carbazol-1-yl]acetic acid). Reaction SMILES: C(C(C1C2NC3C(=CC(F)=CC=3S(C)(=O)=O)C=2CCC1)C([O-])=O)C.C([O:27][C:28](=[O:57])[CH2:29][C@@H:30]1[C:42]2[N:41]([C@H:43]([C:45]3[CH:50]=[CH:49][C:48]([Cl:51])=[CH:47][CH:46]=3)[CH3:44])[C:40]3[C:35](=[CH:36][C:37]([F:56])=[CH:38][C:39]=3[S:52]([CH3:55])(=[O:54])=[O:53])[C:34]=2[CH2:33][CH2:32][CH2:31]1)C.C(OC(=O)C[C@H]1C2N([C@H](C3C=CC(Cl)=CC=3)C)C3C(=CC(F)=CC=3S(C)(=O)=O)C=2CCC1)C>>[Cl:51][C:48]1[CH:47]=[CH:46][C:45]([C@@H:43]([N:41]2[C:42]3[C@@H:30]([CH2:29][C:28]([OH:57])=[O:27])[CH2:31][CH2:32][CH2:33][C:34]=3[C:35]3[C:40]2=[C:39]([S:52]([CH3:55])(=[O:53])=[O:54])[CH:38]=[C:37]([F:56])[CH:36]=3)[CH3:44])=[CH:50][CH:49]=1. Procedure details: Alternatively (+/−) ethyl[6-fluoro-8-(methylsulfonyl)-2,3,4,9-tetrahydro-1H-carbazol-1-yl]acetate was used for the alkylation reaction in step 5 to give a mixture of 2 diastereomers: ethyl[(1R)-9-[(1S)-1-(4-chlorophenyl)ethyl]-6-fluoro-8-(methylsulfonyl)-2,3,4,9-tetrahydro-1H-carbazol-1-yl]acetate and ethyl[(1S)-9-[(1S)-1-(4-chlorophenyl)ethyl]-6-fluoro-8-(methylsulfonyl)-2,3,4,9-tetrahydro-1H-carbazol-1-yl]acetate. The diastereomeric mixture was resolved by selective hydrolysis using the follow...